This data is from the Open Reaction Database (ORD), a public repository of structured organic reaction records. The task is: describe an organic reaction: reactants, conditions, products, and yield Starting materials: C=1(C(=CC=CC1)C(=O)O)\C=C\C1=CC(=CC=C1)C(=O)O ((E)-stilbene-2,3'-dicarboxylic acid), CO[C@@H]1[C@@H]([C@H]([C@@H]([C@H](O1)COS(=O)(=O)[O-])O[C@H]2[C@@H]([C@H]([C@@H]([C@@H](O2)C(=O)O)O[C@@H]3[C@@H]([C@H]([C@@H]([C@H](O3)COS(=O)(=O)[O-])O[C@H]4[C@@H]([C@H]([C@@H]([C@H](O4)C(=O)O)O[C@@H]5[C@@H]([C@H]([C@@H]([C@H](O5)COS(=O)(=O)[O-])O)O)NS(=O)(=O)[O-])O)O)OS(=O)(=O)[O-])NS(=O)(=O)[O-])O)OS(=O)(=O)[O-])O)NS(=O)(=O)[O-].[Na+].[Na+].[Na+].[Na+].[Na+].[Na+].[Na+].[Na+].[Na+].[Na+] (decasodium salt). The solvent is O (water). Yields the product C(CC=1C=C(C(=O)O)C=CC1)C1=C(C(=O)O)C=CC=C1 (2,3'-ethylenedibenzoic acid), CO[C@@H]1[C@@H]([C@H]([C@@H]([C@H](O1)COS(=O)(=O)[O-])O[C@H]2[C@@H]([C@H]([C@@H]([C@@H](O2)C(=O)O)O[C@@H]3[C@@H]([C@H]([C@@H]([C@H](O3)COS(=O)(=O)[O-])O[C@H]4[C@@H]([C@H]([C@@H]([C@H](O4)C(=O)O)O[C@@H]5[C@@H]([C@H]([C@@H]([C@H](O5)COS(=O)(=O)[O-])O)O)NS(=O)(=O)[O-])O)O)OS(=O)(=O)[O-])NS(=O)(=O)[O-])O)OS(=O)(=O)[O-])O)NS(=O)(=O)[O-].[Na+].[Na+].[Na+].[Na+].[Na+].[Na+].[Na+].[Na+].[Na+].[Na+] (decasodium salt). Reaction SMILES: [C:1]1(/[CH:10]=[CH:11]/[C:12]2[CH:17]=[CH:16][CH:15]=[C:14]([C:18]([OH:20])=[O:19])[CH:13]=2)[C:2]([C:7]([OH:9])=[O:8])=[CH:3][CH:4]=[CH:5][CH:6]=1.[CH3:21][O:22][C@H:23]1[O:28][C@H:27]([CH2:29][O:30][S:31]([O-:34])(=[O:33])=[O:32])[C@@H:26]([O:35][C@@H:36]2[O:41][C@@H:40]([C:42]([OH:44])=[O:43])[C@@H:39]([O:45][C@H:46]3[O:51][C@H:50]([CH2:52][O:53][S:54]([O-:57])(=[O:56])=[O:55])[C@@H:49]([O:58][C@@H:59]4[O:64][C@H:63]([C:65]([OH:67])=[O:66])[C@@H:62]([O:68][C@H:69]5[O:74][C@H:73]([CH2:75][O:76][S:77]([O-:80])(=[O:79])=[O:78])[C@@H:72]([OH:81])[C@H:71]([OH:82])[C@H:70]5[NH:83][S:84]([O-:87])(=[O:86])=[O:85])[C@H:61]([OH:88])[C@H:60]4[OH:89])[C@H:48]([O:90][S:91]([O-:94])(=[O:93])=[O:92])[C@H:47]3[NH:95][S:96]([O-:99])(=[O:98])=[O:97])[C@H:38]([OH:100])[C@H:37]2[O:101][S:102]([O-:105])(=[O:104])=[O:103])[C@H:25]([OH:106])[C@H:24]1[NH:107][S:108]([O-:111])(=[O:110])=[O:109].[Na+:112].[Na+].[Na+].[Na+].[Na+].[Na+].[Na+].[Na+].[Na+].[Na+]>O>[CH2:10]([C:1]1[CH:6]=[CH:5][CH:4]=[CH:3][C:2]=1[C:7]([OH:9])=[O:8])[CH2:11][C:12]1[CH:13]=[C:14]([CH:15]=[CH:16][CH:17]=1)[C:18]([OH:20])=[O:19].[CH3:21][O:22][C@H:23]1[O:28][C@H:27]([CH2:29][O:30][S:31]([O-:34])(=[O:32])=[O:33])[C@@H:26]([O:35][C@@H:36]2[O:41][C@@H:40]([C:42]([OH:44])=[O:43])[C@@H:39]([O:45][C@H:46]3[O:51][C@H:50]([CH2:52][O:53][S:54]([O-:57])(=[O:56])=[O:55])[C@@H:49]([O:58][C@@H:59]4[O:64][C@H:63]([C:65]([OH:67])=[O:66])[C@@H:62]([O:68][C@H:69]5[O:74][C@H:73]([CH2:75][O:76][S:77]([O-:80])(=[O:78])=[O:79])[C@@H:72]([OH:81])[C@H:71]([OH:82])[C@H:70]5[NH:83][S:84]([O-:87])(=[O:85])=[O:86])[C@H:61]([OH:88])[C@H:60]4[OH:89])[C@H:48]([O:90][S:91]([O-:94])(=[O:93])=[O:92])[C@H:47]3[NH:95][S:96]([O-:99])(=[O:98])=[O:97])[C@H:38]([OH:100])[C@H:37]2[O:101][S:102]([O-:105])(=[O:104])=[O:103])[C@H:25]([OH:106])[C@H:24]1[NH:107][S:108]([O-:111])(=[O:110])=[O:109].[Na+:112].[Na+:112].[Na+:112].[Na+:112].[Na+:112].[Na+:112].[Na+:112].[Na+:112].[Na+:112].[Na+:112] |f:1.2.3.4.5.6.7.8.9.10.11,14.15.16.17.18.19.20.21.22.23.24|. Reported procedure: Hydrogenation of (E)-stilbene-2,3'-dicarboxylic acid bis-(2,3,4,5,6-penta-O-sulfo-D-glucit-1-ylamide) decasodium salt (see Example 75) as described under Example 10 gave 2,3'-ethylenedibenzoic acid bis-(2,3,4,5,6-penta-O-sulfo-D-glucit-1-ylamide) decasodium salt, [α]D20 -10.0° (c 0.5; water), MS: m/z 1617.2 (reconstructed M). The reactants are ClC1=CC=C(C=C1)C1=CC(=NN1C1=C(C=CC=C1)OC)B1OC(C(O1)(C)C)(C)C (5-(4-chlorophenyl)-1-(2-methoxyphenyl)-3-(4,4,5,5-tetramethyl-1,3,2-dioxaborolan-2-yl)-1H-pyrazole), trans-2,6-dimethyl-3,6-dihydro-2H-pyran-4-yltrifluoromethanesulfonate, C(=O)([O-])[O-].[Na+].[Na+] (Na2CO3), CCO (EtOH), C1(=CC=CC=C1)C (toluene). The reagents and catalysts are C=1C=CC(=CC1)[P](C=2C=CC=CC2)(C=3C=CC=CC3)[Pd]([P](C=4C=CC=CC4)(C=5C=CC=CC5)C=6C=CC=CC6)([P](C=7C=CC=CC7)(C=8C=CC=CC8)C=9C=CC=CC9)[P](C=1C=CC=CC1)(C=1C=CC=CC1)C=1C=CC=CC1 (Pd(PPh3)4). Run in CCOC(=O)C (EtOAc). Reaction conditions: temperature 80 celsius. Yields the product ClC1=CC=C(C=C1)C1=CC(=NN1C1=C(C=CC=C1)OC)C=1C[C@@H](O[C@H](C1)C)C (5-(4-chlorophenyl)-3-((trans)-2,6-dimethyl-3,6-dihydro-2H-pyran-4-yl)-1-(2-methoxyphenyl)-1H-pyrazole). Yield: 66.0%. RXN SMILES: [Cl:1][C:2]1[CH:7]=[CH:6][C:5]([C:8]2[N:12]([C:13]3[CH:18]=[CH:17][CH:16]=[CH:15][C:14]=3[O:19][CH3:20])[N:11]=[C:10](B3OC(C)(C)C(C)(C)O3)[CH:9]=2)=[CH:4][CH:3]=1.C([O-])([O-])=[O:31].[Na+].[Na+].CCO.[C:39]1([CH3:45])[CH:44]=[CH:43][CH:42]=[CH:41][CH:40]=1>CCOC(C)=O.C1C=CC([P]([Pd]([P](C2C=CC=CC=2)(C2C=CC=CC=2)C2C=CC=CC=2)([P](C2C=CC=CC=2)(C2C=CC=CC=2)C2C=CC=CC=2)[P](C2C=CC=CC=2)(C2C=CC=CC=2)C2C=CC=CC=2)(C2C=CC=CC=2)C2C=CC=CC=2)=CC=1>[Cl:1][C:2]1[CH:7]=[CH:6][C:5]([C:8]2[N:12]([C:13]3[CH:18]=[CH:17][CH:16]=[CH:15][C:14]=3[O:19][CH3:20])[N:11]=[C:10]([C:41]3[CH2:40][C@H:39]([CH3:45])[O:31][C@@H:43]([CH3:44])[CH:42]=3)[CH:9]=2)=[CH:4][CH:3]=1 |f:1.2.3,^1:55,57,76,95|. Reported procedure: A flask is charged with 5-(4-chlorophenyl)-1-(2-methoxyphenyl)-3-(4,4,5,5-tetramethyl-1,3,2-dioxaborolan-2-yl)-1H-pyrazole (1.10 g, 3.70 mmol), trans-2,6-dimethyl-3,6-dihydro-2H-pyran-4-yltrifluoromethanesulfonate (1.06 g, 4.07 mmol), Pd(PPh3)4 (0.24 g, 5 mol %), 2 M Na2CO3 (16 mL), EtOH (16 mL) and toluene (32 mL) and heated at 80° C. for 6 h. The reaction was diluted with EtOAc (100 mL) and washed with saturated aqueous NaHCO3 (2×100 mL) and brine (100 mL), and the organic layer dried over Na2... Reactants: C(C1=CC=CC=C1)OC1=NN2C(N=C(C=C2Cl)Cl)=C1 (2-benzyloxy-5,7-dichloro-pyrazolo-[1,5-a]-pyrimidine), N1CCOCC1 (morpholine). The solvent is O1CCOCC1 (1,4-dioxane). Run at time 1 hour. Yields the product C(C1=CC=CC=C1)OC1=NN2C(N=C(C=C2N2CCOCC2)Cl)=C1 (2-Benzyloxy-5-chloro-7-morpholin-4-yl-pyrazolo[1,5-a]-pyrimidine). Yield: 96.0%. As a reaction SMILES: [CH2:1]([O:8][C:9]1[CH:19]=[C:12]2[N:13]=[C:14]([Cl:18])[CH:15]=[C:16](Cl)[N:11]2[N:10]=1)[C:2]1[CH:7]=[CH:6][CH:5]=[CH:4][CH:3]=1.[NH:20]1[CH2:25][CH2:24][O:23][CH2:22][CH2:21]1>O1CCOCC1>[CH2:1]([O:8][C:9]1[CH:19]=[C:12]2[N:13]=[C:14]([Cl:18])[CH:15]=[C:16]([N:20]3[CH2:25][CH2:24][O:23][CH2:22][CH2:21]3)[N:11]2[N:10]=1)[C:2]1[CH:7]=[CH:6][CH:5]=[CH:4][CH:3]=1. Procedure details: There was dissolved, in 1,4-dioxane (3 mL), 2-benzyloxy-5,7-dichloro-pyrazolo-[1,5-a]-pyrimidine (167 mg, 0.568 mM), then morpholine (99.1 μL, 1.14 mM) was added to the solution and the mixture was stirred at room temperature for one hour. The solvent was distilled off from this reaction mixture, followed by the dilution of the residue with water and the subsequent extraction of the mixture with methylene chloride. The resulting extracts were combined, dried over anhydrous sodium sulfate, the so... The reactants are C(C)(C)(C)C1=CC=C(OC2=CC=C3C=C(N=CC3=C2)C(=O)O)C=C1 (7-(4-tert-Butylphenoxy)-isoquinoline-3-carboxylic acid), COC([C@H](CC1=CC=C(C=C1)Br)N)=O ((2S)-amino-3-(4-bromo-phenyl)-propionic acid methyl ester). Product: COC([C@H](CC1=CC=C(C=C1)Br)NC(=O)C=1N=CC2=CC(=CC=C2C1)OC1=CC=C(C=C1)C(C)(C)C)=O (3-(4-Bromo-phenyl)-(2S)-{[7-(4-tert-butyl-phenoxy)-isoquinoline-3-carbonyl]-amino)-propionic acid methyl ester). Isolated yield 95.4%. RXN SMILES: [C:1]([C:5]1[CH:24]=[CH:23][C:8]([O:9][C:10]2[CH:19]=[C:18]3[C:13]([CH:14]=[C:15]([C:20](O)=[O:21])[N:16]=[CH:17]3)=[CH:12][CH:11]=2)=[CH:7][CH:6]=1)([CH3:4])([CH3:3])[CH3:2].[CH3:25][O:26][C:27](=[O:38])[C@@H:28]([NH2:37])[CH2:29][C:30]1[CH:35]=[CH:34][C:33]([Br:36])=[CH:32][CH:31]=1>>[CH3:25][O:26][C:27](=[O:38])[C@@H:28]([NH:37][C:20]([C:15]1[N:16]=[CH:17][C:18]2[C:13]([CH:14]=1)=[CH:12][CH:11]=[C:10]([O:9][C:8]1[CH:23]=[CH:24][C:5]([C:1]([CH3:4])([CH3:3])[CH3:2])=[CH:6][CH:7]=1)[CH:19]=2)=[O:21])[CH2:29][C:30]1[CH:35]=[CH:34][C:33]([Br:36])=[CH:32][CH:31]=1. Procedure: 500 mg (1.55 mmol) of 7-(4-tert-butylphenoxy)-isoquinoline-3-carboxylic acid (Example 371) was reacted with 441 mg (1.7 mmol) of (2S)-amino-3-(4-bromo-phenyl)-propionic acid methyl ester as described in general procedure A. The crude product was purified by flash column chromatography on silica using 8:2 hexane/ethyl acetate as eluent, to afford 830 mg of the title compound as a white solid. Starting materials: COC(=O)C1=CC(=NC2=C(C=CC=C12)F)OC (8-Fluoro-2-methoxyquinoline-4-carboxylic acid methyl ester), [OH-].[Na+] (sodium hydroxide). Run in CO (methanol). Run at time 16 hour. Product: FC=1C=CC=C2C(=CC(=NC12)OC)C(=O)O (8-Fluoro-2-methoxyquinoline-4-carboxylic Acid). Reaction SMILES: C[O:2][C:3]([C:5]1[C:14]2[C:9](=[C:10]([F:15])[CH:11]=[CH:12][CH:13]=2)[N:8]=[C:7]([O:16][CH3:17])[CH:6]=1)=[O:4].[OH-].[Na+]>CO>[F:15][C:10]1[CH:11]=[CH:12][CH:13]=[C:14]2[C:9]=1[N:8]=[C:7]([O:16][CH3:17])[CH:6]=[C:5]2[C:3]([OH:4])=[O:2] |f:1.2|. Procedure: 8-Fluoro-2-methoxyquinoline-4-carboxylic acid methyl ester (0.1 82 g) in methanol (10 ml) containing 2N sodium hydroxide (0.41 ml) was stirred at room temperature for 16 h. Solvent was removed at reduced pressure, dissolved in water, and adjusted to pH2 with 2N hydrochloric acid. The precipitated title compound (0.155 g) was collected by filtration and dried. m/z (API−): 222 (MH+). 1H NMR δ: 4.02 (3H, s), 7.44-7.62 (3H, m), 8.31 (1H, d). Reactants: C1(=CC=CC2=CC=CC=C12)C=1NC(=C(N1)C(=O)NC=1SC=CN1)C1=CC=C(C=C1)[N+](=O)[O-] (2-(1-naphthyl)-5-(4-nitrophenyl)-N-(2-thiazolyl)imidazole-4-carboxamide), [Sn](Cl)Cl (tin(II) chloride). The solvent is Cl (hydrochloric acid), CO (methanol). The product is NC1=CC=C(C=C1)C1=C(N=C(N1)C1=CC=CC2=CC=CC=C12)C(=O)NC=1SC=CN1 (5-(4-aminophenyl)-2-(1-naphthyl)-N-(2-thiazolyl)imidazole-4-carboxamide). Isolated yield 24.6%. RXN SMILES: [C:1]1([C:11]2[NH:12][C:13]([C:24]3[CH:29]=[CH:28][C:27]([N+:30]([O-])=O)=[CH:26][CH:25]=3)=[C:14]([C:16]([NH:18][C:19]3[S:20][CH:21]=[CH:22][N:23]=3)=[O:17])[N:15]=2)[C:10]2[C:5](=[CH:6][CH:7]=[CH:8][CH:9]=2)[CH:4]=[CH:3][CH:2]=1.[Sn](Cl)Cl>CO.Cl>[NH2:30][C:27]1[CH:26]=[CH:25][C:24]([C:13]2[NH:12][C:11]([C:1]3[C:10]4[C:5](=[CH:6][CH:7]=[CH:8][CH:9]=4)[CH:4]=[CH:3][CH:2]=3)=[N:15][C:14]=2[C:16]([NH:18][C:19]2[S:20][CH:21]=[CH:22][N:23]=2)=[O:17])=[CH:29][CH:28]=1. Reported procedure: 2-(1-Naphthyl)-5-(4-nitrophenyl)-N-(2-thiazolyl)imidazole-4-carboxamide (1.22 g) obtained in Example 18 was suspended in methanol and ice-cooled. To the suspension was added a solution of tin(II) chloride 6 hydrate (3.0 g) in 6 M hydrochloric acid (30 ml) and the mixture was refluxed under heating for 1.5 hr. The precipitated white crystals were collected by filtration and the crystals were dissolved in ethyl acetate. The ethyl acetate layer was washed with saturated aqueous sodium hydrogencarbo... The reactants are FC(C1=CC(=NC=2N1N=CC2C(=O)O)C2=CC=C(C=C2)C(F)(F)F)F (7-difluoromethyl-5-(4-trifluoromethyl-phenyl)-pyrazolo[1,5-a]pyrimidine-3-carboxylic acid), NC=1C=C(C=CC1)S(=O)(=O)N(C)C (3-amino-N,N-dimethyl-benzenesulfonamide). The product is CN(S(=O)(=O)C=1C=C(C=CC1)NC(=O)C=1C=NN2C1N=C(C=C2C(F)F)C2=CC=C(C=C2)C(F)(F)F)C (7-Difluoromethyl-5-(4-trifluoromethyl-phenyl)-pyrazolo[1,5-a]pyrimidine-3-carboxylic acid(3-dimethylsulfamoyl-phenyl)-amide). As a reaction SMILES: [F:1][CH:2]([F:25])[C:3]1[N:8]2[N:9]=[CH:10][C:11]([C:12]([OH:14])=O)=[C:7]2[N:6]=[C:5]([C:15]2[CH:20]=[CH:19][C:18]([C:21]([F:24])([F:23])[F:22])=[CH:17][CH:16]=2)[CH:4]=1.[NH2:26][C:27]1[CH:28]=[C:29]([S:33]([N:36]([CH3:38])[CH3:37])(=[O:35])=[O:34])[CH:30]=[CH:31][CH:32]=1>>[CH3:37][N:36]([CH3:38])[S:33]([C:29]1[CH:28]=[C:27]([NH:26][C:12]([C:11]2[CH:10]=[N:9][N:8]3[C:3]([CH:2]([F:25])[F:1])=[CH:4][C:5]([C:15]4[CH:20]=[CH:19][C:18]([C:21]([F:24])([F:22])[F:23])=[CH:17][CH:16]=4)=[N:6][C:7]=23)=[O:14])[CH:32]=[CH:31][CH:30]=1)(=[O:34])=[O:35]. Procedure details: The title compound was prepared from 7-difluoromethyl-5-(4-trifluoromethyl-phenyl)-pyrazolo[1,5-a]pyrimidine-3-carboxylic acid (example C.1) and 3-amino-N,N-dimethyl-benzenesulfonamide [CAS 6274-18-6; commercially available] according to general procedure II. Light yellow solid. MS (ISP) 540.4 [(M+H)+]; mp 197° C.